This data is from the Open Reaction Database (ORD), a public repository of structured organic reaction records. The task is: describe an organic reaction: reactants, conditions, products, and yield Starting materials: C[Si](C)(C)Cl (TMSCl), [Li]C(C)CC (s-BuLi), C1CCCCC1 (cyclohexane), C(C)NC(=O)N1C=CC2=CC=CC=C12 (N-(ethylaminocarbonyl)indole), CC1(NC(CCC1)(C)C)C (2,2,6,6-tetramethylpiperidine). Solvent: C1CCOC1 (THF). Conditions: time 30 minute. Product: C(C)NC(=O)N1C(=CC2=CC=CC=C12)[Si](C)(C)C (N-Ethyl-2-(trimethylsilyl)-lH-indole-1-carboxamide). The yield is 79.7%. Reaction SMILES: [Li]C(CC)C.C1CCCCC1.[CH2:12]([NH:14][C:15]([N:17]1[C:25]2[C:20](=[CH:21][CH:22]=[CH:23][CH:24]=2)[CH:19]=[CH:18]1)=[O:16])[CH3:13].CC1(C)CCCC(C)(C)N1.[CH3:36][Si:37](Cl)([CH3:39])[CH3:38]>C1COCC1>[CH2:12]([NH:14][C:15]([N:17]1[C:25]2[C:20](=[CH:21][CH:22]=[CH:23][CH:24]=2)[CH:19]=[C:18]1[Si:37]([CH3:39])([CH3:38])[CH3:36])=[O:16])[CH3:13]. Procedure: A solution of 1.3M s-BuLi in cyclohexane (8.97 mL, 11.66 mmol) was added dropwise to a -78° C. cooled solution of N-(ethylaminocarbonyl)indole (1.0 g, 5.3 mmol) and 2,2,6,6-tetramethylpiperidine (0.75 g, 5.3 mmol) in THF (50 mL). After 30 min, TMSCl (0.9 g, 8 mmol) was added in a single portion, then the cold bath was removed to allow the reaction to warm over 1 h. This mixture was quenched with 25% citric acid in water (50 mL) and extracted with ethyl acetate (3 X). The organic extracts were co... Reactants: [N+](=O)([O-])C1=CC=CC=2C(C3=CC=CC=C3C(C12)=O)=O (1-nitroanthraquinone), [N+](=O)([O-])C1=CC=CC=2C(C3=CC=CC=C3C(C12)=O)=O (1-nitroanthraquinone), [H][H] (hydrogen), aqueous solution, [OH-].[Na+] (sodium hydroxide). The reagents and catalysts are [Ni] (Raney nickel). Run at time 1 hour. Product: NC1=CC=CC=2C(C3=CC=CC=C3C(C12)=O)=O (1-aminoanthraquinone). Isolated yield 94.1%. Reaction SMILES: [N+:1]([C:4]1[C:17]2[C:16](=[O:18])[C:15]3[C:10](=[CH:11][CH:12]=[CH:13][CH:14]=3)[C:9](=[O:19])[C:8]=2[CH:7]=[CH:6][CH:5]=1)([O-])=O.[OH-].[Na+].[H][H]>[Ni]>[NH2:1][C:4]1[C:17]2[C:16](=[O:18])[C:15]3[C:10](=[CH:11][CH:12]=[CH:13][CH:14]=3)[C:9](=[O:19])[C:8]=2[CH:7]=[CH:6][CH:5]=1 |f:1.2|. Procedure: A 160 ml. electromagnetically stirred autoclave was charged with 2.53 g (0.01 mole) of 1-nitroanthraquinone (roughly purified product with no impurity detected by thin-layer chromatography), 52 g (0.05 mole) of a 4% aqueous solution of sodium hydroxide and 0.07 g of Raney nickel. The 1-nitroanthraquinone was hydrogenated with stirring at room temperature and a pressure of 6 to 3 Kg/cm2. G. The reaction proceeded smoothly, and stopped in 6 hours with the absorption of 0.04 mole of hydrogen. The i... Procedure details: A flask containing (+/−)-4-methyl-piperidine-1,3-dicarboxylic acid 1-tert-butyl ester 3-ethyl ester (5.96 g, 21.94 mmol) in dry tetrahydrofuran (40 mL) was cooled to 0° C. (ice bath) under argon atmosphere. A solution of lithium aluminum hydride (19.4 mL, 1M in tetrahydrofuran) was added via slow drop-wise addition. The cooled mixture was stirred for 2 hours. A solution of 1 M hydrochloric acid (23 mL) was added via slow drop-wise addition. After 10 minutes powdered magnesium sulfate was added f... Yield: 101.0%. Reactants: [H-].[Al+3].[Li+].[H-].[H-].[H-] (lithium aluminum hydride), S(=O)(=O)([O-])[O-].[Mg+2] (magnesium sulfate), C(C)OC(=O)C1CN(CCC1C)C(=O)OC(C)(C)C ((+/−)-4-methyl-piperidine-1,3-dicarboxylic acid 1-tert-butyl ester 3-ethyl ester), Cl (hydrochloric acid). The product is C(C)(C)(C)OC(=O)N1CC(C(CC1)C)CO ((+/−)-3-hydroxymethyl-4-methyl-piperidine-1-carboxylic acid tert-butyl ester). The solvent is O1CCCC1 (tetrahydrofuran), C(C)(=O)OCC (ethyl acetate). Reaction conditions: temperature 0 celsius, time 2 hour. As a reaction SMILES: C([O:3][C:4]([CH:6]1[CH:11]([CH3:12])[CH2:10][CH2:9][N:8]([C:13]([O:15][C:16]([CH3:19])([CH3:18])[CH3:17])=[O:14])[CH2:7]1)=O)C.[H-].[Al+3].[Li+].[H-].[H-].[H-].Cl.S([O-])([O-])(=O)=O.[Mg+2]>O1CCCC1.C(OCC)(=O)C>[C:16]([O:15][C:13]([N:8]1[CH2:9][CH2:10][CH:11]([CH3:12])[CH:6]([CH2:4][OH:3])[CH2:7]1)=[O:14])([CH3:18])([CH3:19])[CH3:17] |f:1.2.3.4.5.6,8.9|. Starting materials: ClCCl, COc1cccc(C2=NCCC2)c1, Cl, [Li]C, C1CCOC1. The product is COc1cccc(C2(C)CCCN2)c1. As a reaction SMILES: [CH2:22]([Cl:23])[Cl:24].[CH3:1][O:2][c:3]1[cH:4][c:5]([C:9]2=[N:13][CH2:12][CH2:11][CH2:10]2)[cH:6][cH:7][cH:8]1.[ClH:16].[Li:14][CH3:15].[O:17]1[CH2:18][CH2:19][CH2:20][CH2:21]1>>[CH3:1][O:2][c:3]1[cH:4][c:5]([C:9]2([CH3:15])[CH2:10][CH2:11][CH2:12][NH:13]2)[cH:6][cH:7][cH:8]1. Starting materials: O=C([O-])O, ClCCl, Cc1ccc(S(=O)(=O)N(CC(=O)NCc2ccncc2)c2cccc(Cl)c2C)cc1, O=C(OO)c1cccc(Cl)c1, [Na+]. Product: Cc1ccc(S(=O)(=O)N(CC(=O)NCc2cc[n+]([O-])cc2)c2cccc(Cl)c2C)cc1. Reaction SMILES: [C:42](=[O:43])([O-:44])[OH:45].[CH2:47]([Cl:48])[Cl:49].[Cl:1][c:2]1[c:3]([CH3:30])[c:4]([N:8]([CH2:9][C:10](=[O:11])[NH:12][CH2:13][c:14]2[cH:15][cH:16][n:17][cH:18][cH:19]2)[S:20](=[O:21])(=[O:22])[c:23]2[cH:24][cH:25][c:26]([CH3:29])[cH:27][cH:28]2)[cH:5][cH:6][cH:7]1.[Cl:31][c:32]1[cH:33][cH:34][cH:35][c:36]([C:37]([O:38][OH:40])=[O:39])[cH:41]1.[Na+:46]>>[Cl:1][c:2]1[c:3]([CH3:30])[c:4]([N:8]([CH2:9][C:10](=[O:11])[NH:12][CH2:13][c:14]2[cH:15][cH:16][n+:17]([O-:39])[cH:18][cH:19]2)[S:20](=[O:21])(=[O:22])[c:23]2[cH:24][cH:25][c:26]([CH3:29])[cH:27][cH:28]2)[cH:5][cH:6][cH:7]1. Conditions: time 3 hour. The reactants are C(C)(=O)NC=1C=CC(=C(C1)O)CN(C)C (5-acetamido-2-[(N,N-dimethylamino)methyl]phenol), [OH-].[K+] (potassium hydroxide). The reagents and catalysts are [Pd] (Palladium on activated carbon). The yield is 68.4%. Reported procedure: In the hydrogenolysis step, 8.0 g (38 mmol) of 5-acetamido-2-[(N,N-dimethylamino)methyl]phenol was dissolved in 54 ml (162 mmol) of 3N potassium hydroxide solution in a Parr bottle. Palladium on activated carbon (0.8 g; 3% Pd/C) was added to the solution. The reaction mixture was shaken under hydrogen on a Parr apparatus for 3 hours at 70°-80° C. and 60 psi. The catalyst (Pd/C) was removed by filtration and the filtrate brought to about pH 12 with 6M HC1 (15-20 ml). The off-white crystalline pro... RXN SMILES: C([NH:4][C:5]1[CH:6]=[CH:7][C:8]([CH2:12]N(C)C)=[C:9]([OH:11])[CH:10]=1)(=O)C.[OH-].[K+]>[Pd]>[NH2:4][C:5]1[CH:10]=[C:9]([OH:11])[C:8]([CH3:12])=[CH:7][CH:6]=1 |f:1.2|. Yields the product NC1=CC=C(C(=C1)O)C (5-amino-o-cresol). Procedure: A solution of 2.66 g of 3-(3-ethoxycarbonyl-2-propyl)-N-(3-pyridyl)indole in 15 ml of methanol and 15 ml of water containing 0.7 g of sodium hydroxide is stirred at room temperature for 18 hours, refluxed for 15 minutes, cooled and evaporated. The residue is redissolved in 25 ml of water, neutralized to pH 6 with 1.44 ml of concentrated hydrochloric acid. The resulting oil is extracted into methylene chloride and the extract is dried over sodium sulfate. Filtration and evaporation gives an oil w... Run in CO (methanol), O1CCCC1 (tetrahydrofuran). Reaction SMILES: C([O:3][C:4]([CH2:6][CH:7]([C:9]1[C:17]2[C:12](=[CH:13][CH:14]=[CH:15][CH:16]=2)[N:11]([C:18]2[CH:19]=[N:20][CH:21]=[CH:22][CH:23]=2)[CH:10]=1)[CH3:8])=[O:5])C.O.[OH-].[Na+].[ClH:27]>CO.O1CCCC1>[ClH:27].[C:4]([CH2:6][CH:7]([C:9]1[C:17]2[C:12](=[CH:13][CH:14]=[CH:15][CH:16]=2)[N:11]([C:18]2[CH:19]=[N:20][CH:21]=[CH:22][CH:23]=2)[CH:10]=1)[CH3:8])([OH:5])=[O:3] |f:2.3,7.8|. Yields the product Cl.C(=O)(O)CC(C)C1=CN(C2=CC=CC=C12)C=1C=NC=CC1 (3-(3-carboxy-2-propyl)-N-(3-pyridyl)indole hydrochloride). Starting materials: C(C)OC(=O)CC(C)C1=CN(C2=CC=CC=C12)C=1C=NC=CC1 (3-(3-ethoxycarbonyl-2-propyl)-N-(3-pyridyl)indole), O (water), [OH-].[Na+] (sodium hydroxide), Cl (hydrochloric acid).